This data is from the Open Reaction Database (ORD), a public repository of structured organic reaction records. The task is: describe an organic reaction: reactants, conditions, products, and yield The reactants are COc1ccc(C2Sc3ccc(OC)cc3NC(=O)C2O)cc1, CN(C)CCCl, CS(C)=O, Cl, [K+], [OH-]. Yields the product COc1ccc(C2Sc3ccc(OC)cc3N(CCN(C)C)C(=O)C2O)cc1. Reaction SMILES: [CH3:1][O:2][c:3]1[cH:4][cH:5][c:6]([CH:9]2[S:10][c:11]3[c:12]([cH:18][c:19]([O:22][CH3:23])[cH:20][cH:21]3)[NH:13][C:14](=[O:17])[CH:15]2[OH:16])[cH:7][cH:8]1.[CH3:27][N:28]([CH2:29][CH2:30][Cl:31])[CH3:32].[CH3:33][S:34]([CH3:35])=[O:36].[ClH:26].[K+:25].[OH-:24]>>[CH3:1][O:2][c:3]1[cH:4][cH:5][c:6]([CH:9]2[S:10][c:11]3[c:12]([cH:18][c:19]([O:22][CH3:23])[cH:20][cH:21]3)[N:13]([CH2:30][CH2:29][N:28]([CH3:27])[CH3:32])[C:14](=[O:17])[CH:15]2[OH:16])[cH:7][cH:8]1. Reactants: CCOC(C)=O, COc1cc(CC(=O)Nc2cccc(C#Cc3ccccc3)c2)ccc1O. Product: COc1cc(CC(=O)Nc2cccc(C=Cc3ccccc3)c2)ccc1O. RXN SMILES: [CH3:28][CH2:29][O:30][C:31](=[O:32])[CH3:33].[OH:1][c:2]1[c:3]([O:26][CH3:27])[cH:4][c:5]([CH2:8][C:9](=[O:10])[NH:11][c:12]2[cH:13][c:14]([C:18]#[C:19][c:20]3[cH:21][cH:22][cH:23][cH:24][cH:25]3)[cH:15][cH:16][cH:17]2)[cH:6][cH:7]1>>[OH:1][c:2]1[c:3]([O:26][CH3:27])[cH:4][c:5]([CH2:8][C:9](=[O:10])[NH:11][c:12]2[cH:13][c:14]([CH:18]=[CH:19][c:20]3[cH:21][cH:22][cH:23][cH:24][cH:25]3)[cH:15][cH:16][cH:17]2)[cH:6][cH:7]1. Starting materials: N1=CC=CC=C1 (pyridine), C(C)(=O)C=1C=NC(=CC1)O (3-acetyl-6-hydroxypyridine), Cl.NOCCOC1=CC=C(CC2C(NC(S2)=O)=O)C=C1 (5-[4-(2-aminooxyethoxy)benzyl]thiazolidine-2,4-dione hydrochloride). Run in C(C)O (ethanol). Product: OC1=NC=C(C=C1)C(C)=NOCCOC1=CC=C(CC2C(NC(S2)=O)=O)C=C1 (5-(4-{2-[1-(2-Hydroxy-5-pyridyl)ethylideneaminooxy]ethoxy}benzyl)thiazolidine-2,4-dione). Isolated yield 62.6%. Reaction SMILES: N1C=CC=CC=1.[C:7]([C:10]1[CH:11]=[N:12][C:13]([OH:16])=[CH:14][CH:15]=1)(=O)[CH3:8].Cl.[NH2:18][O:19][CH2:20][CH2:21][O:22][C:23]1[CH:36]=[CH:35][C:26]([CH2:27][CH:28]2[S:32][C:31](=[O:33])[NH:30][C:29]2=[O:34])=[CH:25][CH:24]=1>C(O)C>[OH:16][C:13]1[CH:14]=[CH:15][C:10]([C:7](=[N:18][O:19][CH2:20][CH2:21][O:22][C:23]2[CH:24]=[CH:25][C:26]([CH2:27][CH:28]3[S:32][C:31](=[O:33])[NH:30][C:29]3=[O:34])=[CH:35][CH:36]=2)[CH3:8])=[CH:11][N:12]=1 |f:2.3|. Procedure details: 124 μl of pyridine were added at room temperature to a suspension of 100 mg of 3-acetyl-6-hydroxypyridine and 232 mg of 5-[4-(2-aminooxyethoxy)benzyl]thiazolidine-2,4-dione hydrochloride [prepared as described in step (e) above] in 10 ml of ethanol, and the resulting mixture was stirred and heated under reflux for 1 hour. At the end of this time, the reaction mixture was cooled to room temperature and the precipitate was collected by filtration to give 183 mg of the title compound as a crystalli... Starting materials: CCO, Cl, [Fe], Nc1cc(-n2ccc(=O)cc2)ccc1[N+](=O)[O-], O. Yields the product Nc1ccc(-n2ccc(=O)cc2)cc1N. Reaction SMILES: [CH3:21][CH2:22][OH:23].[ClH:19].[Fe:20].[N+:1]([O-:2])(=[O:3])[c:4]1[c:5]([NH2:6])[cH:7][c:8](-[n:11]2[cH:12][cH:13][c:14](=[O:17])[cH:15][cH:16]2)[cH:9][cH:10]1.[OH2:18]>>[NH2:1][c:4]1[c:5]([NH2:6])[cH:7][c:8](-[n:11]2[cH:12][cH:13][c:14](=[O:17])[cH:15][cH:16]2)[cH:9][cH:10]1.